From a dataset of the Open Reaction Database (ORD), a public repository of structured organic reaction records. describe an organic reaction: reactants, conditions, products, and yield The reactants are ClC=1C=C(C=CC1)N1C(C(=C(C1=O)C1=CC=CC=C1)O)=O (1-(3-chlorophenyl)-3-hydroxy-4-phenyl-1H-pyrrole-2,5-dione), C(C(=O)Cl)(=O)Cl (oxalyl chloride). Run in C(Cl)Cl (DCM), CN(C)C=O (DMF). Run at time 30 minute. The product is ClC=1C(N(C(C1C1=CC=CC=C1)=O)C1=CC(=CC=C1)Cl)=O (3-chloro-1-(3-chlorophenyl)-4-phenyl-1H-pyrrole-2,5-dione). RXN SMILES: [Cl:1][C:2]1[CH:3]=[C:4]([N:8]2[C:12](=[O:13])[C:11]([C:14]3[CH:19]=[CH:18][CH:17]=[CH:16][CH:15]=3)=[C:10](O)[C:9]2=[O:21])[CH:5]=[CH:6][CH:7]=1.C(Cl)(=O)C([Cl:25])=O>C(Cl)Cl.CN(C=O)C>[Cl:25][C:10]1[C:9](=[O:21])[N:8]([C:4]2[CH:5]=[CH:6][CH:7]=[C:2]([Cl:1])[CH:3]=2)[C:12](=[O:13])[C:11]=1[C:14]1[CH:19]=[CH:18][CH:17]=[CH:16][CH:15]=1. Procedure details: After dissolving compound 6c (2.00 g, 6.67 mmol) in DCM (10 ml) and anhydrous DMF (10 ml), oxalyl chloride (1.69 g, 13.3 mmoL) was added thereto and the agitation for 30 minutes was carried out. After the identification of the reaction progress with TLC, the reaction was terminated. Then, three times extractions were carried out with EA and three times washings were carried out with brine. Water was removed by using Na2SO4, solvents were removed and then, the column chromatography was carried ou... Starting materials: ClC1=C(C(=O)O)C=C(C=C1)N(C(=O)C1=C(C(=NN1C)C(F)(F)F)C(F)(F)F)C (2-chloro-5-(methyl{[1-methyl-3,4-bis(trifluoromethyl)-1H-pyrazol-5-yl]carbonyl}amino)benzoic acid), CN(C=O)C (N,N-dimethylformamide), C(C(=O)Cl)(=O)Cl (oxalyl chloride). Run in ClCCl (dichlormethane). Run at time 0.5 hour. The product is ClC1=C(C(=O)Cl)C=C(C=C1)N(C(=O)C1=C(C(=NN1C)C(F)(F)F)C(F)(F)F)C (2-chloro-5-(methyl{[1-methyl-3,4-bis(trifluoromethyl)-1H-pyrazol-5-yl]carbonyl}amino)benzoyl chloride). Reaction SMILES: [Cl:1][C:2]1C=[CH:9][C:8]([N:11]([CH3:28])[C:12]([C:14]2[N:18]([CH3:19])[N:17]=[C:16]([C:20]([F:23])([F:22])[F:21])[C:15]=2[C:24]([F:27])([F:26])[F:25])=[O:13])=[CH:7][C:3]=1C(O)=O.CN(C)C=O.[C:34](Cl)(=O)[C:35]([Cl:37])=[O:36]>ClCCl>[Cl:1][C:2]1[CH:3]=[CH:7][C:8]([N:11]([CH3:28])[C:12]([C:14]2[N:18]([CH3:19])[N:17]=[C:16]([C:20]([F:23])([F:22])[F:21])[C:15]=2[C:24]([F:25])([F:26])[F:27])=[O:13])=[CH:9][C:34]=1[C:35]([Cl:37])=[O:36]. Reported procedure: 150.0 mg (0.29 mmol) of 2-chloro-5-(methyl{[1-methyl-3,4-bis(trifluoromethyl)-1H-pyrazol-5-yl]carbonyl}amino)benzoic acid are suspended in 5.0 ml of dichlormethane p.a. 0.02 ml of N,N-dimethylformamide p.a. and 0.075 ml (0.86 mmol) oxalyl chloride are then added successively to the suspension. The reaction mixture is stirred at room temperature for 0.5 h and then heated under reflux for 40 minutes. The solvent is removed under reduced pressure on a rotary evaporator. The 2-chloro-5-(methyl{[1-me... Starting materials: C(C=CC1=CC=CC=C1)(=O)CC#N (Cinnamoyl acetonitrile), N(=O)[O-].[Na+] (Sodium nitrite). Solvent: C(C)(=O)O (acetic acid), O (water), O (H2O). Run at temperature 3 celsius, time 1.5 hour. The product is ON=C(C#N)C(C=CC1=CC=CC=C1)=O (2-hydroxyimino-3-oxo-5-phenyl-pent-4-enenitrile). The yield is 78.3%. RXN SMILES: [C:1]([CH2:11][C:12]#[N:13])(=[O:10])[CH:2]=[CH:3][C:4]1[CH:9]=[CH:8][CH:7]=[CH:6][CH:5]=1.[N:14]([O-])=[O:15].[Na+]>C(O)(=O)C.O>[OH:15][N:14]=[C:11]([C:1](=[O:10])[CH:2]=[CH:3][C:4]1[CH:5]=[CH:6][CH:7]=[CH:8][CH:9]=1)[C:12]#[N:13] |f:1.2|. Reported procedure: Cinnamoyl acetonitrile (5.1 g; 0.03 mol) is dissolved in 50 ml of acetic acid. 10 ml of H2O are added and the mixture is cooled to 3° C. in an ice/salt bath. Partial precipitation occurs, but the mixture remains well stirrable. Sodium nitrite (4.14 g; 0.06 mol) is added by portions over 10 min, keeping the temperature between 3 and 5° C. Complete solution is observed during addition, but precipitation occurs again towards the end. The mixture is then stirred at 0° C. for 1.5 h. The mixture is di... Starting materials: C1CCOC1, CO, Cl, CCOC(=O)C1CCN(CCc2cc(Nc3ncc(-c4ccc(OC(F)F)cc4)cn3)ccc2C)CC1, [Li+], [OH-]. Yields the product Cc1ccc(Nc2ncc(-c3ccc(OC(F)F)cc3)cn2)cc1CCN1CCC(C(=O)O)CC1. RXN SMILES: [CH2:38]1[O:39][CH2:40][CH2:41][CH2:42]1.[CH3:46][OH:47].[ClH:45].[F:1][CH:2]([O:3][c:4]1[cH:5][cH:6][c:7](-[c:10]2[cH:11][n:12][c:13]([NH:16][c:17]3[cH:18][cH:19][c:20]([CH3:36])[c:21]([CH2:22][CH2:23][N:24]4[CH2:25][CH2:26][CH:27]([C:30](=[O:31])[O:32][CH2:33][CH3:34])[CH2:28][CH2:29]4)[cH:35]3)[n:14][cH:15]2)[cH:8][cH:9]1)[F:37].[Li+:43].[OH-:44]>>[F:1][CH:2]([O:3][c:4]1[cH:5][cH:6][c:7](-[c:10]2[cH:11][n:12][c:13]([NH:16][c:17]3[cH:18][cH:19][c:20]([CH3:36])[c:21]([CH2:22][CH2:23][N:24]4[CH2:25][CH2:26][CH:27]([C:30](=[O:31])[OH:32])[CH2:28][CH2:29]4)[cH:35]3)[n:14][cH:15]2)[cH:8][cH:9]1)[F:37]. Starting materials: [BH4-], COc1ccc(CC(=O)N(Cc2ccc(C)cc2)C2CCN(C(=O)OC(C)(C)C)CC2)cc1, CC(=O)OC(C)=O, CCO, O=Cc1ccc(O)cc1. Product: COc1ccc(CC(=O)N(Cc2ccc(C)cc2)C2CCN(Cc3ccc(O)cc3)CC2)cc1. Reaction SMILES: [BH4-:43].[CH3:1][c:2]1[cH:3][cH:4][c:5]([CH2:8][N:9]([C:10]([CH2:11][c:12]2[cH:13][cH:14][c:15]([O:18][CH3:19])[cH:16][cH:17]2)=[O:20])[CH:21]2[CH2:22][CH2:23][N:24]([C:27]([O:28][C:29]([CH3:30])([CH3:31])[CH3:32])=[O:33])[CH2:25][CH2:26]2)[cH:6][cH:7]1.[CH3:44][C:45]([O:46][C:47](=[O:48])[CH3:49])=[O:50].[CH3:51][CH2:52][OH:53].[OH:34][c:35]1[cH:36][cH:37][c:38]([CH:39]=[O:40])[cH:41][cH:42]1>>[CH3:1][c:2]1[cH:3][cH:4][c:5]([CH2:8][N:9]([C:10]([CH2:11][c:12]2[cH:13][cH:14][c:15]([O:18][CH3:19])[cH:16][cH:17]2)=[O:20])[CH:21]2[CH2:22][CH2:23][N:24]([CH2:27][c:38]3[cH:37][cH:36][c:35]([OH:34])[cH:42][cH:41]3)[CH2:25][CH2:26]2)[cH:6][cH:7]1. The reactants are COC(=O)CBr, O=C([O-])[O-], CC(NC(=O)OCc1ccccc1)C(NS(=O)(=O)c1ccc(OCc2ccccc2)cc1)C12OCC(C)(CO1)CO2, CN(C)C=O, CCOC(C)=O, [Cs+], [Cs+]. RXN SMILES: [Br:48][CH2:49][C:50](=[O:51])[O:52][CH3:53].[C:42](=[O:43])([O-:44])[O-:45].[CH2:1]([c:2]1[cH:3][cH:4][cH:5][cH:6][cH:7]1)[O:8][C:9]([NH:10][CH:11]([CH:12]([C:13]12[O:14][CH2:15][C:16]([CH3:21])([CH2:17][O:18]1)[CH2:19][O:20]2)[NH:22][S:23](=[O:24])(=[O:25])[c:26]1[cH:27][cH:28][c:29]([O:32][CH2:33][c:34]2[cH:35][cH:36][cH:37][cH:38][cH:39]2)[cH:30][cH:31]1)[CH3:40])=[O:41].[CH3:54][N:55]([CH3:56])[CH:57]=[O:58].[CH3:59][CH2:60][O:61][C:62](=[O:63])[CH3:64].[Cs+:46].[Cs+:47]>>[CH2:1]([c:2]1[cH:3][cH:4][cH:5][cH:6][cH:7]1)[O:8][C:9]([NH:10][CH:11]([CH:12]([C:13]12[O:14][CH2:15][C:16]([CH3:21])([CH2:17][O:18]1)[CH2:19][O:20]2)[N:22]([S:23](=[O:24])(=[O:25])[c:26]1[cH:27][cH:28][c:29]([O:32][CH2:33][c:34]2[cH:35][cH:36][cH:37][cH:38][cH:39]2)[cH:30][cH:31]1)[CH2:49][C:50](=[O:51])[O:52][CH3:53])[CH3:40])=[O:41]. Product: COC(=O)CN(C(C(C)NC(=O)OCc1ccccc1)C12OCC(C)(CO1)CO2)S(=O)(=O)c1ccc(OCc2ccccc2)cc1. The reactants are CC(C)(C)OC(=O)N1CCCC1COc1cncc(Br)c1, CC(C)(C)[O-], Cc1ccccc1, [Na+], O=C(C=Cc1ccccc1)C=Cc1ccccc1, O=C(C=Cc1ccccc1)C=Cc1ccccc1, O=C(C=Cc1ccccc1)C=Cc1ccccc1, [Pd], [Pd], c1ccc(CCCOCC2CCNC2)cc1, CC1(C)c2cccc(P(c3ccccc3)c3ccccc3)c2Oc2c(P(c3ccccc3)c3ccccc3)cccc21. Yields the product CC(C)(C)OC(=O)N1CCCC1COc1cncc(N2CCC(COCCCc3ccccc3)C2)c1. As a reaction SMILES: [Br:17][c:18]1[cH:19][n:20][cH:21][c:22]([O:24][CH2:25][CH:26]2[N:27]([C:31](=[O:32])[O:33][C:34]([CH3:35])([CH3:36])[CH3:37])[CH2:28][CH2:29][CH2:30]2)[cH:23]1.[CH3:38][C:39]([CH3:40])([O-:41])[CH3:42].[CH3:86][c:87]1[cH:88][cH:89][cH:90][cH:91][cH:92]1.[Na+:43].[O:113]=[C:114]([CH:115]=[CH:116][c:117]1[cH:118][cH:119][cH:120][cH:121][cH:122]1)[CH:123]=[CH:124][c:125]1[cH:126][cH:127][cH:128][cH:129][cH:130]1.[O:131]=[C:132]([CH:133]=[CH:134][c:135]1[cH:136][cH:137][cH:138][cH:139][cH:140]1)[CH:141]=[CH:142][c:143]1[cH:144][cH:145][cH:146][cH:147][cH:148]1.[O:95]=[C:96]([CH:97]=[CH:98][c:99]1[cH:100][cH:101][cH:102][cH:103][cH:104]1)[CH:105]=[CH:106][c:107]1[cH:108][cH:109][cH:110][cH:111][cH:112]1.[Pd:93].[Pd:94].[c:1]1([CH2:7][CH2:8][CH2:9][O:10][CH2:11][CH:12]2[CH2:13][NH:14][CH2:15][CH2:16]2)[cH:2][cH:3][cH:4][cH:5][cH:6]1.[c:44]1([P:45]([c:46]2[cH:47][cH:48][cH:49][cH:50][cH:51]2)[c:52]2[c:53]3[c:77]([cH:78][cH:79][cH:80]2)[C:74]([CH3:75])([CH3:76])[c:56]2[c:55]([c:60]([P:61]([c:62]4[cH:63][cH:64][cH:65][cH:66][cH:67]4)[c:68]4[cH:69][cH:70][cH:71][cH:72][cH:73]4)[cH:59][cH:58][cH:57]2)[O:54]3)[cH:81][cH:82][cH:83][cH:84][cH:85]1>>[c:1]1([CH2:7][CH2:8][CH2:9][O:10][CH2:11][CH:12]2[CH2:13][N:14]([c:18]3[cH:19][n:20][cH:21][c:22]([O:24][CH2:25][CH:26]4[N:27]([C:31](=[O:32])[O:33][C:34]([CH3:35])([CH3:36])[CH3:37])[CH2:28][CH2:29][CH2:30]4)[cH:23]3)[CH2:15][CH2:16]2)[cH:2][cH:3][cH:4][cH:5][cH:6]1. The reactants are COC=1C=NC(=NC1)C1=CC=C(C=C1)CCCCCCCC (5-methoxy-2-(4-octylphenyl)pyrimidine), C(COCCO)O (diethylene glycol), [OH-].[Na+] (NaOH). Run in C(C)(=O)O (acetic acid). Run at temperature 200 celsius, time 2 hour. Yields the product OC=1C=NC(=NC1)C1=CC=C(C=C1)CCCCCCCC (5-hydroxy-2-(4-octylphenyl)pyrimidine). Isolated yield 88.3%. RXN SMILES: C[O:2][C:3]1[CH:4]=[N:5][C:6]([C:9]2[CH:14]=[CH:13][C:12]([CH2:15][CH2:16][CH2:17][CH2:18][CH2:19][CH2:20][CH2:21][CH3:22])=[CH:11][CH:10]=2)=[N:7][CH:8]=1.C(O)COCCO.[OH-].[Na+]>C(O)(=O)C>[OH:2][C:3]1[CH:8]=[N:7][C:6]([C:9]2[CH:14]=[CH:13][C:12]([CH2:15][CH2:16][CH2:17][CH2:18][CH2:19][CH2:20][CH2:21][CH3:22])=[CH:11][CH:10]=2)=[N:5][CH:4]=1 |f:2.3|. Procedure: To 5-methoxy-2-(4-octylphenyl)pyrimidine (53.9 g, 0.18 mol) were added diethylene glycol (500 ml) and NaOH (43.4 g, 1.08 mol), followed by agitating the mixture at about 200° C. for 2 hours, pouring the resulting material in acetic acid (700 ml), collecting deposited crystals and recrystallizing the crystals from a mixed solvent of heptane (100 ml) with ethyl acetate (10 ml) to obtain 5-hydroxy-2-(4-octylphenyl)pyrimidine (45.2 g) (m.p.: 147.3-148.7 ° C.). The reactants are [H-].[Na+] (Sodium hydride), CN(CCCCCCO)C (6-Dimethylamino-1-hexanol), COC1=C(CCl)C=CC=C1 (2-methoxybenzyl chloride). Solvent: C1CCOC1.CN(C)C=O (THF DMF). Reaction conditions: time 40 minute. Yields the product COC1=C(COCCCCCCN(C)C)C=CC=C1 (O-(2-methoxybenzyl)-6-dimethylaminohexanol). Yield: 97.0%. RXN SMILES: [CH3:1][N:2]([CH3:10])[CH2:3][CH2:4][CH2:5][CH2:6][CH2:7][CH2:8][OH:9].[H-].[Na+].[CH3:13][O:14][C:15]1[CH:22]=[CH:21][CH:20]=[CH:19][C:16]=1[CH2:17]Cl>C1COCC1.CN(C=O)C>[CH3:13][O:14][C:15]1[CH:22]=[CH:21][CH:20]=[CH:19][C:16]=1[CH2:17][O:9][CH2:8][CH2:7][CH2:6][CH2:5][CH2:4][CH2:3][N:2]([CH3:10])[CH3:1] |f:1.2,4.5|. Reported procedure: 6-Dimethylamino-1-hexanol (8.80 g, 60.6 mmol) was dissolved in 2/1 mixture of THF/DMF (150 mL) and the solution was cooled in an ice/water bath. Sodium hydride (3.25 g, 80.8 mmol, 60% in oil) was added. After 40 min., 2-methoxybenzyl chloride (6.28 g, 40.4 mmol) was added and the solution was allowed to warm to room temperature over 1 h. After 3 h, the reaction was quenched by the addition of 1M NaHSO4. Tetrahydrofuran was removed in vacuo, and the solution was washed with EtOAc. The aqueous pha...